This data is from the Open Reaction Database (ORD), a public repository of structured organic reaction records. The task is: describe an organic reaction: reactants, conditions, products, and yield Reaction SMILES: [C:1]([C:3]1[CH:4]=[CH:5][C:6]([CH3:21])=[C:7]([NH:9][C:10]([C:12]2[N:16]3[CH:17]=[CH:18][CH:19]=[CH:20][C:15]3=[N:14][CH:13]=2)=[O:11])[CH:8]=1)#[N:2].[NH2:22][OH:23]>CCO>[OH:23][N:22]=[C:1]([C:3]1[CH:4]=[CH:5][C:6]([CH3:21])=[C:7]([NH:9][C:10]([C:12]2[N:16]3[CH:17]=[CH:18][CH:19]=[CH:20][C:15]3=[N:14][CH:13]=2)=[O:11])[CH:8]=1)[NH2:2]. Run in CCO (EtOH). Procedure details: To a stirred and cooled (0° C.) suspension of N-(5-cyano-2-methylphenyl)imidazo[1,2-a]pyridine-3-carboxamide (8) (10 g, 36.2 mmol) in EtOH (225 ml) was added NH2OH (6 mL, 50% in water solution). After the addition, the reaction was stirred at room temperature for 2 hours then heated at 50° C. for another 2 hours. After cooling to room temperature, the mixture was stored in the fridge overnight. The resulting precipitate was filtered, washed with cold EtOH and dried under vacuum to afford N-(5-(N... Product: ON=C(N)C=1C=CC(=C(C1)NC(=O)C1=CN=C2N1C=CC=C2)C (N-(5-(N′-hydroxycarbamimidoyl)-2-methylphenyl)imidazo[1,2-a]pyridine-3-carboxamide). Conditions: temperature 50 celsius. The reactants are C(#N)C=1C=CC(=C(C1)NC(=O)C1=CN=C2N1C=CC=C2)C (N-(5-cyano-2-methylphenyl)imidazo[1,2-a]pyridine-3-carboxamide), NO (NH2OH). Reactants: COC(=O)COC1=C2CCC(CC2=CC=C1)CNC(OC(C1=CC=CC=C1)C1=CC=CC=C1)=O (benzhydryl N-[[1,2,3,4-tetrahydro-5-(methoxycarbonyimethoxy)-2-naphthyl]methyl]carbamate), CO (methanol), COCCOC (1,2-dimethoxyethane), Cl (hvdrochloric acid). Run in [OH-].[Na+] (sodium hydroxide). Conditions: time 30 minute. The product is C(=O)(O)COC1=C2CCC(CC2=CC=C1)CNC(OC(C1=CC=CC=C1)C1=CC=CC=C1)=O (benzhydryl N-[[1,2,3,4-tetrahydro-5-(carboxymethoxy)-2-naphthyl]methyl]carbamate). Isolated yield 87.7%. As a reaction SMILES: C[O:2][C:3]([CH2:5][O:6][C:7]1[CH:16]=[CH:15][CH:14]=[C:13]2[C:8]=1[CH2:9][CH2:10][CH:11]([CH2:17][NH:18][C:19](=[O:34])[O:20][CH:21]([C:28]1[CH:33]=[CH:32][CH:31]=[CH:30][CH:29]=1)[C:22]1[CH:27]=[CH:26][CH:25]=[CH:24][CH:23]=1)[CH2:12]2)=[O:4].CO.COCCOC.Cl>[OH-].[Na+]>[C:3]([CH2:5][O:6][C:7]1[CH:16]=[CH:15][CH:14]=[C:13]2[C:8]=1[CH2:9][CH2:10][CH:11]([CH2:17][NH:18][C:19](=[O:34])[O:20][CH:21]([C:28]1[CH:29]=[CH:30][CH:31]=[CH:32][CH:33]=1)[C:22]1[CH:27]=[CH:26][CH:25]=[CH:24][CH:23]=1)[CH2:12]2)([OH:4])=[O:2] |f:4.5|. Procedure details: A solution of benzhydryl N-[[1,2,3,4-tetrahydro-5-(methoxycarbonyimethoxy)-2-naphthyl]methyl]carbamate (60 mg) in a mixture of 1N sodium hydroxide aqueous solution (0.20 ml), methanol (1 ml), and 1,2-dimethoxyethane (1 ml) was stirred at room temperature for 30 minutes, neutralized with 1N hvdrochloric acid, and extracted with ethyl acetate. The extract was washed with brine, dried over magnesium sulfate, and evaporated in vacuo. The oily residue was powdered from diisopropyl ether to afford ben... Reactants: BrC=1C=C2C(=NC1)SC(=N2)NC(C2=CC=CC=C2)=O (N-(6-bromothiazolo[5,4-b]pyridin-2-yl)benzamide), [OH-].[Na+] (NaOH). Run in OS(=O)(=O)O (H2SO4). Yields the product BrC=1C=C2C(=NC1)SC(=N2)N (6-bromothiazolo[5,4-b]pyridin-2-amine). Isolated yield 97.4%. As a reaction SMILES: [Br:1][C:2]1[CH:3]=[C:4]2[N:10]=[C:9]([NH:11]C(=O)C3C=CC=CC=3)[S:8][C:5]2=[N:6][CH:7]=1.[OH-].[Na+]>OS(O)(=O)=O>[Br:1][C:2]1[CH:3]=[C:4]2[N:10]=[C:9]([NH2:11])[S:8][C:5]2=[N:6][CH:7]=1 |f:1.2|. Procedure details: A solution of N-(6-bromothiazolo[5,4-b]pyridin-2-yl)benzamide III (2.0 g, 5.98 mmol) in 70% H2SO4 (10.0 mL) was heated to 140° C. for 1 h. After the completion of the reaction (TLC monitoring), the reaction mixture was poured onto crushed ice, basified with 30% aqueous NaOH solution till pH 8.0 and extracted with EtOAc (3×150 mL). The combined organics was washed with brine, dried (Na2SO4), filtered and concentrated under reduced pressure to obtain the desired product (1.34 g, 98%). 1H NMR (400 ... As a reaction SMILES: [C:37]([c:38]1[cH:39][cH:40][cH:41][cH:42][cH:43]1)(=[O:44])[N:45]1[CH2:46][S:47](=[O:53])[CH2:48][CH:49]1[C:50](=[O:51])[OH:52].[CH3:1][CH:2]([c:3]1[cH:4][cH:5][c:6]([OH:9])[cH:7][cH:8]1)[NH2:10].[CH3:54][N:55]([CH3:56])[CH:57]=[O:58].[CH:22]1([N:23]=[C:24]=[N:25][CH:26]2[CH2:27][CH2:28][CH2:29][CH2:30][CH2:31]2)[CH2:32][CH2:33][CH2:34][CH2:35][CH2:36]1.[OH2:11].[OH:12][n:13]1[c:14]2[cH:15][cH:16][cH:17][cH:18][c:19]2[n:20][n:21]1>>[CH3:1][CH:2]([c:3]1[cH:4][cH:5][c:6]([OH:9])[cH:7][cH:8]1)[NH:10][C:50]([CH:49]1[N:45]([C:37]([c:38]2[cH:39][cH:40][cH:41][cH:42][cH:43]2)=[O:44])[CH2:46][S:47](=[O:53])[CH2:48]1)=[O:51]. Starting materials: O=C(O)C1CS(=O)CN1C(=O)c1ccccc1, CC(N)c1ccc(O)cc1, CN(C)C=O, C(=NC1CCCCC1)=NC1CCCCC1, O, On1nnc2ccccc21. Yields the product CC(NC(=O)C1CS(=O)CN1C(=O)c1ccccc1)c1ccc(O)cc1. Reactants: BrCCC=C1c2ccccc2C=Cc2ccccc21, O=C([O-])[O-], CN(C)C=O, CCOC(=O)C1(C2CCCCC2)CCNCC1, [K+], [K+], O, c1ccccc1. The product is CCOC(=O)C1(C2CCCCC2)CCN(CCC=C2c3ccccc3C=Cc3ccccc32)CC1. Reaction SMILES: [Br:1][CH2:2][CH2:3][CH:4]=[C:5]1[c:6]2[c:7]([cH:16][cH:17][cH:18][cH:19]2)[CH:8]=[CH:9][c:10]2[c:11]1[cH:12][cH:13][cH:14][cH:15]2.[C:37](=[O:38])([O-:39])[O-:40].[CH3:43][N:44]([CH3:45])[CH:46]=[O:47].[CH:20]1([C:26]2([C:32](=[O:33])[O:34][CH2:35][CH3:36])[CH2:27][CH2:28][NH:29][CH2:30][CH2:31]2)[CH2:21][CH2:22][CH2:23][CH2:24][CH2:25]1.[K+:41].[K+:42].[OH2:48].[cH:49]1[cH:50][cH:51][cH:52][cH:53][cH:54]1>>[CH2:2]([CH2:3][CH:4]=[C:5]1[c:6]2[c:7]([cH:16][cH:17][cH:18][cH:19]2)[CH:8]=[CH:9][c:10]2[c:11]1[cH:12][cH:13][cH:14][cH:15]2)[N:29]1[CH2:28][CH2:27][C:26]([CH:20]2[CH2:21][CH2:22][CH2:23][CH2:24][CH2:25]2)([C:32](=[O:33])[O:34][CH2:35][CH3:36])[CH2:31][CH2:30]1. Reactants: O=C(O)CSc1nnc(Br)n1-c1ccc(C2CC2)c2ccccc12, CCN=C=NCCCN(C)C, COC(=O)C(C)N, ClCCl, Cl, Cl, On1nnc2cccnc21, Cc1cccc(C)n1. Yields the product COC(=O)C(C)NC(=O)CSc1nnc(Br)n1-c1ccc(C2CC2)c2ccccc12. RXN SMILES: [Br:39][c:40]1[n:41](-[c:50]2[cH:51][cH:52][c:53]([CH:60]3[CH2:61][CH2:62]3)[c:54]3[cH:55][cH:56][cH:57][cH:58][c:59]23)[c:42]([S:45][CH2:46][C:47](=[O:48])[OH:49])[n:43][n:44]1.[CH2:10]([N:11]=[C:12]=[N:13][CH2:14][CH2:15][CH2:16][N:17]([CH3:18])[CH3:19])[CH3:20].[CH3:2][O:3][C:4]([CH:5]([NH2:6])[CH3:7])=[O:8].[Cl:63][CH2:64][Cl:65].[ClH:1].[ClH:9].[OH:21][n:22]1[c:23]2[n:24][cH:25][cH:26][cH:27][c:28]2[n:29][n:30]1.[n:31]1[c:32]([CH3:33])[cH:34][cH:35][cH:36][c:37]1[CH3:38]>>[CH3:2][O:3][C:4]([CH:5]([NH:6][C:47]([CH2:46][S:45][c:42]1[n:41](-[c:50]2[cH:51][cH:52][c:53]([CH:60]3[CH2:61][CH2:62]3)[c:54]3[cH:55][cH:56][cH:57][cH:58][c:59]23)[c:40]([Br:39])[n:44][n:43]1)=[O:48])[CH3:7])=[O:8].